This data is from the Open Reaction Database (ORD), a public repository of structured organic reaction records. The task is: describe an organic reaction: reactants, conditions, products, and yield Reactants: NC1=C(C=C(C=C1)C1=CC(=CC=C1)Cl)C(O)(C)C ((4-amino-3′-chloro-biphenyl-3-yl)-dimethyl-methanol), CC(=O)C (acetone). The reagents and catalysts are C1(=CC=C(C=C1)S(=O)(=O)O)C (p-toluenesulfonic acid). Solvent: C1(=CC=CC=C1)C (toluene). Reaction conditions: temperature 33 celsius. Yields the product ClC=1C=C(C=CC1)C1=CC2=C(NC(OC2(C)C)(C)C)C=C1 (6-(3-chloro-phenyl)-2,2,4,4-tetramethyl-1,4-dihydro-2H-benzo[d][1,3]oxazine). Isolated yield 66.3%. Reaction SMILES: [NH2:1][C:2]1[CH:7]=[CH:6][C:5]([C:8]2[CH:13]=[CH:12][CH:11]=[C:10]([Cl:14])[CH:9]=2)=[CH:4][C:3]=1[C:15]([CH3:18])([CH3:17])[OH:16].[CH3:19][C:20]([CH3:22])=O>C1(C)C=CC=CC=1.C1(C)C=CC(S(O)(=O)=O)=CC=1>[Cl:14][C:10]1[CH:9]=[C:8]([C:5]2[CH:6]=[CH:7][C:2]3[NH:1][C:20]([CH3:22])([CH3:19])[O:16][C:15]([CH3:18])([CH3:17])[C:3]=3[CH:4]=2)[CH:13]=[CH:12][CH:11]=1. Procedure details: A mixture of (4-amino-3′-chloro-biphenyl-3-yl)-dimethyl-methanol (0.46 g, 1.8 mmol), acetone (0.16 g, 2.7 mmol), and p-toluenesulfonic acid (0.017 g, 0.09 mmol) in dry toluene (6 mL) was heated at 33° C. under a blanket of nitrogen overnight. Upon completion of the reaction, the toluene was removed and the compound purified via a flash chromatography (silica gel, 15% ethyl acetate/hexane) to give 6-(3-chloro-phenyl)-2,2,4,4-tetramethyl-1,4-dihydro-2H-benzo[d][1,3]oxazine (0.36 g, 68%) as a yello... Reactants: FC(C(=O)O)(F)F.FC(C(=O)O)(F)F.ClC=1C=NC=2NC=3C=NC=C(CCC4=C(C=CC(NC1N2)=C4)NC(CC4CCNCC4)=O)C3 (N-[6-chloro-2,4,8,18,22-pentaazatetracyclo[14.3.1.1(3,7).1(9,13)]docosa-1(20),3(22),4,6,9(21),10,12,16,18-nonaen-12-yl]-2-piperidin-4-ylacetamide bis(trifluoroacetate)), S1N=CC=C1C(=O)O (isothiazole-5-carboxylic acid). The product is FC(C(=O)O)(F)F.FC(C(=O)O)(F)F.ClC=1C=NC=2NC=3C=NC=C(CCC4=C(C=CC(NC1N2)=C4)NC(CC4CCN(CC4)C(=O)C4=CC=NS4)=O)C3 (N-[6-Chloro-2,4,8,18,22-pentaazatetracyclo[14.3.1.1(3,7).1(9,13)]docosa-1(20),3(22),4,6,9(21),10,12,16,18-nonaen-12-yl]-2-[1-(isothiazol-5-ylcarbonyl)piperidin-4-yl]acetamide bis(trifluoroacetate)). Yield: 55.0%. RXN SMILES: [F:1][C:2]([F:7])([F:6])[C:3]([OH:5])=[O:4].[F:8][C:9]([F:14])([F:13])[C:10]([OH:12])=[O:11].[Cl:15][C:16]1[CH:17]=[N:18][C:19]2[NH:20][C:21]3[CH:22]=[N:23][CH:24]=[C:25]([CH:47]=3)[CH2:26][CH2:27][C:28]3[CH:36]=[C:32]([NH:33][C:34]=1[N:35]=2)[CH:31]=[CH:30][C:29]=3[NH:37][C:38](=[O:46])[CH2:39][CH:40]1[CH2:45][CH2:44][NH:43][CH2:42][CH2:41]1.[S:48]1[C:52]([C:53](O)=[O:54])=[CH:51][CH:50]=[N:49]1>>[F:1][C:2]([F:7])([F:6])[C:3]([OH:5])=[O:4].[F:8][C:9]([F:14])([F:13])[C:10]([OH:12])=[O:11].[Cl:15][C:16]1[CH:17]=[N:18][C:19]2[NH:20][C:21]3[CH:22]=[N:23][CH:24]=[C:25]([CH:47]=3)[CH2:26][CH2:27][C:28]3[CH:36]=[C:32]([NH:33][C:34]=1[N:35]=2)[CH:31]=[CH:30][C:29]=3[NH:37][C:38](=[O:46])[CH2:39][CH:40]1[CH2:45][CH2:44][N:43]([C:53]([C:52]2[S:48][N:49]=[CH:50][CH:51]=2)=[O:54])[CH2:42][CH2:41]1 |f:0.1.2,4.5.6|. Procedure: The desired compound was prepared according to the procedure of Example A27, using N-[6-chloro-2,4,8,18,22-pentaazatetracyclo[14.3.1.1(3,7).1(9,13)]docosa-1(20),3(22),4,6,9(21),10,12,16,18-nonaen-12-yl]-2-piperidin-4-ylacetamide bis(trifluoroacetate) and isothiazole-5-carboxylic acid as starting materials in 55% yield. LCMS for C28H28ClN8O2S (M+H)+: m/z=575.2. The reactants are O=C(Cl)CBr, CCN(C(C)C)C(C)C, ClCCl, CC(C)(C)NC(=O)c1sc2nc(-c3cccs3)nc(-c3cccc(N)c3)c2c1N. Product: CC(C)(C)NC(=O)c1sc2nc(-c3cccs3)nc(-c3cccc(NC(=O)CCl)c3)c2c1N. RXN SMILES: [Br:1][CH2:2][C:3](=[O:4])[Cl:5].[CH:35]([N:36]([CH2:37][CH3:38])[CH:39]([CH3:40])[CH3:41])([CH3:42])[CH3:43].[Cl:44][CH2:45][Cl:46].[NH2:6][c:7]1[c:8]([C:28](=[O:29])[NH:30][C:31]([CH3:32])([CH3:33])[CH3:34])[s:9][c:10]2[n:11][c:12](-[c:23]3[s:24][cH:25][cH:26][cH:27]3)[n:13][c:14](-[c:16]3[cH:17][c:18]([NH2:22])[cH:19][cH:20][cH:21]3)[c:15]12>>[C:3](=[O:4])([NH:22][c:18]1[cH:17][c:16](-[c:14]2[n:13][c:12](-[c:23]3[s:24][cH:25][cH:26][cH:27]3)[n:11][c:10]3[s:9][c:8]([C:28](=[O:29])[NH:30][C:31]([CH3:32])([CH3:33])[CH3:34])[c:7]([NH2:6])[c:15]32)[cH:21][cH:20][cH:19]1)[CH2:45][Cl:46]. The reactants are OC1=CC(N(C=C1)C1=CC=C(C=C1)S(=O)(=O)C)=O (4-hydroxy-1-(4-(methylsulfonyl)phenyl)pyridin-2(1H)-one), C[C@@H]1N(CC[C@H](C1)OS(=O)(=O)C)C(=O)OC(C)(C)C (trans-tert-butyl 2-methyl-4-(methylsulfonyloxy)piperidine-1-carboxylate), C([O-])([O-])=O.[K+].[K+] (potassium carbonate). The solvent is CN(C)C=O (DMF), CCOC(=O)C (EtOAc), O (water). Conditions: temperature 110 celsius. Yields the product CC1N(CCC(C1)OC1=CC(N(C=C1)C1=CC=C(C=C1)S(=O)(=O)C)=O)C(=O)OC(C)(C)C (tert-butyl 2-methyl-4-(1-(4-(methylsulfonyl)phenyl)-2-oxo-1,2-dihydropyridin-4-yloxy)piperidine-1-carboxylate). Yield: 52.6%. RXN SMILES: [OH:1][C:2]1[CH:7]=[CH:6][N:5]([C:8]2[CH:13]=[CH:12][C:11]([S:14]([CH3:17])(=[O:16])=[O:15])=[CH:10][CH:9]=2)[C:4](=[O:18])[CH:3]=1.[CH3:19][C@H:20]1[CH2:25][C@H:24](OS(C)(=O)=O)[CH2:23][CH2:22][N:21]1[C:31]([O:33][C:34]([CH3:37])([CH3:36])[CH3:35])=[O:32].C(=O)([O-])[O-].[K+].[K+]>CN(C=O)C.CCOC(C)=O.O>[CH3:19][CH:20]1[CH2:25][CH:24]([O:1][C:2]2[CH:7]=[CH:6][N:5]([C:8]3[CH:9]=[CH:10][C:11]([S:14]([CH3:17])(=[O:16])=[O:15])=[CH:12][CH:13]=3)[C:4](=[O:18])[CH:3]=2)[CH2:23][CH2:22][N:21]1[C:31]([O:33][C:34]([CH3:35])([CH3:37])[CH3:36])=[O:32] |f:2.3.4|. Procedure details: A mixture of 4-hydroxy-1-(4-(methylsulfonyl)phenyl)pyridin-2(1H)-one (125 mg, 0.471 mmol), trans-tert-butyl 2-methyl-4-(methylsulfonyloxy)piperidine-1-carboxylate (138.2 mg, 0.471 mmol, Example 1) and potassium carbonate (163 mg, 1.178 mmol) in DMF (4.0 mL) was heated at 110° C. for 20 hrs. The reaction mixture was cooled to room temperature and diluted with EtOAc and water. The aqueous layer was extracted further with EtOAc (3×). The combined organic layers were washed with brine/water (1:1, 2×... Reactants: BrCCCC(C)(C)C (1-bromo-4,4-dimethylpentane), ClCCCC(CCCC(C)(C)C)O (1-chloro-8,8-dimethyl-4-nonanol), ClCCCC(CCCC(C)(C)C)=O (1-chloro-8,8-dimethyl-4-nonanone), C(C)(=O)C(CCCC1=CC=C(C(=O)OCC)C=C1)(CCCC(CCCC(C)(C)C)OC(C)=O)C(=O)OC(C)(C)C (ethyl 4-(4-acetyl-4-tert-butoxycarbonyl-8-acetoxy-12,12-dimethyltridecyl)-benzoate), C(C)(=O)C(CCCC1=CC=C(C(=O)OCC)C=C1)CCCC(CCCC(C)(C)C)OC(C)=O (ethyl 4-(4-acetyl-8-acetoxy-12,12-dimethyltridecyl)benzoate), C(C)(C)(C)OC(=O)C(CCCC1=CC=C(C(=O)OCC)C=C1)C(C)=O (ethyl 4-(4-tert-butoxycarbonyl-5-oxohexyl)benzoate), C(CCCC)Br (amyl bromide), product, ClCCCC(CCCC(C)(C)C)OC(C)=O (1-chloro-4-acetoxy-8,8-dimethylnonane). Yields the product C(C)(=O)C(CCCC1=CC=C(C(=O)O)C=C1)CCCC(CCCC(C)(C)C)O (4-(4-acetyl-8-hydroxy-12,12-dimethyltridecyl)benzoic acid). Reported procedure: The synthesis of this compound is carried out as described in Example 1, except that in Step B(1) an equivalent amount of 1-bromo-4,4-dimethylpentane in substituted for amyl bromide. The product of Step B(1) thus becomes 1-chloro-8,8-dimethyl-4-nonanone. Subsequent steps afford in order: Step B(2), 1-chloro-8,8-dimethyl-4-nonanol; Step B(3), 1-chloro-4-acetoxy-8,8-dimethylnonane; Step C, ethyl 4-(4-tert-butoxycarbonyl-5-oxohexyl)benzoate (unchanged from Example 1); Step D, ethyl 4-(4-acetyl-4-te... RXN SMILES: Br[CH2:2][CH2:3][CH2:4][C:5]([CH3:8])([CH3:7])[CH3:6].C(Br)CCCC.ClC[CH2:17][CH2:18][C:19](=[O:27])CCCC(C)(C)C.ClCCCC(O)CCCC(C)(C)C.ClCCCC(OC(=O)C)CCCC(C)(C)C.C(O[C:62]([CH:64]([C:79](=[O:81])[CH3:80])[CH2:65][CH2:66][CH2:67][C:68]1[CH:78]=[CH:77][C:71]([C:72]([O:74]CC)=[O:73])=[CH:70][CH:69]=1)=O)(C)(C)C.C(C(C(OC(C)(C)C)=O)(CCCC(OC(=O)C)CCCC(C)(C)C)CCCC1C=CC(C(OCC)=O)=CC=1)(=O)C.C(C(CCCC(OC(=O)C)CCCC(C)(C)C)CCCC1C=CC(C(OCC)=O)=CC=1)(=O)C>>[C:79]([CH:64]([CH2:62][CH2:17][CH2:18][CH:19]([OH:27])[CH2:2][CH2:3][CH2:4][C:5]([CH3:8])([CH3:7])[CH3:6])[CH2:65][CH2:66][CH2:67][C:68]1[CH:69]=[CH:70][C:71]([C:72]([OH:74])=[O:73])=[CH:77][CH:78]=1)(=[O:81])[CH3:80]. The reactants are B, O=C(CBr)c1ccccc1, CO, B1NC(C2CCCCC2)C(c2ccccc2)(c2ccccc2)O1, C1CCOC1. The product is OC(CBr)c1ccccc1. Reaction SMILES: [BH3:34].[Br:1][CH2:2][C:3](=[O:4])[c:5]1[cH:6][cH:7][cH:8][cH:9][cH:10]1.[CH3:35][OH:36].[CH:11]1([CH:12]2[C:13]([c:14]3[cH:15][cH:16][cH:17][cH:18][cH:19]3)([c:20]3[cH:21][cH:22][cH:23][cH:24][cH:25]3)[O:26][BH:27][NH:28]2)[CH2:29][CH2:30][CH2:31][CH2:32][CH2:33]1.[O:37]1[CH2:38][CH2:39][CH2:40][CH2:41]1>>[Br:1][CH2:2][CH:3]([OH:4])[c:5]1[cH:6][cH:7][cH:8][cH:9][cH:10]1. Starting materials: C1(=CC=C(C=C1)S(=O)(=O)OCC1CCN2C(=NC3=C2C=CC=C3)S1)C (3,4-dihydro-2-p-toluenesulfonyloxymethyl-2H-(1,3)-thiazino[3,2-a]benzimidazole), C(C1=CC=CC=C1)N (benzylamine), O (water), [H-].[Na+] (sodium hydride). Solvent: C(Cl)(Cl)Cl (chloroform). Product: C(C1=CC=CC=C1)NCC1CCN2C(=NC3=C2C=CC=C3)S1 (3,4-Dihydro-2-benzylaminomethyl-2H-(1,3)-thiazino[3,2-a]benzimidazole). Isolated yield 31.3%. RXN SMILES: C1(C)C=CC(S(O[CH2:11][CH:12]2[S:24][C:16]3=[N:17][C:18]4[CH:23]=[CH:22][CH:21]=[CH:20][C:19]=4[N:15]3[CH2:14][CH2:13]2)(=O)=O)=CC=1.[CH2:26]([NH2:33])[C:27]1[CH:32]=[CH:31][CH:30]=[CH:29][CH:28]=1.[H-].[Na+].O>C(Cl)(Cl)Cl>[CH2:26]([NH:33][CH2:11][CH:12]1[S:24][C:16]2=[N:17][C:18]3[CH:23]=[CH:22][CH:21]=[CH:20][C:19]=3[N:15]2[CH2:14][CH2:13]1)[C:27]1[CH:32]=[CH:31][CH:30]=[CH:29][CH:28]=1 |f:2.3|. Reported procedure: To a solution of 1.12 g of 3,4-dihydro-2-p-toluenesulfonyloxymethyl-2H-(1,3)-thiazino[3,2-a]benzimidazole in chloroform (20 ml) was added with 0.41 g of benzylamine and a catalytic amount of sodium hydride, and refluxed for 11 hours. The reaction mixture was cooled and then condensed under reduced pressure. Theresidue was added with water, extracted with chloroform. The extract was washed with water, and dried over anhydrous magnesium sulfate. Chloroform was evaporated under reduced pressure. Th... Starting materials: O=C1OCCC1CC1=CC=C(C(=O)OC)C=C1 (methyl 4-[(2-oxotetrahydro-3-furanyl)methyl]benzoate), ice water, VI, Br (HBr). Solvent: C(C)(=O)O (acetic acid). Run at temperature 80 celsius, time 40 minute. Yields the product BrCCC(C(=O)O)CC1=CC=C(C=C1)C(=O)OC (4-Bromo-2-[4-(methoxycarbonyl)benzyl]butanoic acid). Reaction SMILES: [O:1]=[C:2]1[CH:6]([CH2:7][C:8]2[CH:17]=[CH:16][C:11]([C:12]([O:14][CH3:15])=[O:13])=[CH:10][CH:9]=2)[CH2:5][CH2:4][O:3]1.[BrH:18]>C(O)(=O)C>[Br:18][CH2:4][CH2:5][CH:6]([CH2:7][C:8]1[CH:17]=[CH:16][C:11]([C:12]([O:14][CH3:15])=[O:13])=[CH:10][CH:9]=1)[C:2]([OH:3])=[O:1]. Procedure: 9.00 g (38.42 mmol) of methyl 4-[(2-oxotetrahydro-3-furanyl)methyl]benzoate from Ex. VI are suspended in 54 ml of a 33 percent strength HBr solution in glacial acetic acid, and the mixture is stirred at 80° C. for 40 min. The reaction solution is poured into ice-water and the resulting precipitate is filtered off with suction, washed with water and dried under reduced pressure at 40° C. Yield: 56.8%. Reported procedure: A solution of the product of Example 64 (180 mg) in 1:1 CH3CN:H2O (4 ml) was treated with LiOH (100 mg). After 2 hours, the reaction was acidified with TFA and purified by HPLC (RP--CH3CN/H2O). The title compound (100 mg) was isolated as a white solid. MS, 1H-NMR and CHN analysis were consistent with the desired product. Run at time 2 hour. Product: FC(C(=O)O)(F)F.NN=CNC=1C=C(C=CC1)C(=O)NCC(=O)NC(CC(=O)O)CNS(=O)(=O)C1=CC=C(C=C1)C (3-[[2-[[[3-[(aminoiminomethyl)amino]phenyl]carbonyl]amino]acetyl]amino]-4-[[(4-methylphenyl)sulfonyl]amino]butanoic acid, trifluoroacetate salt). Starting materials: C(=O)(C(F)(F)F)O (TFA), FC(C(=O)O)(F)F.NN=CNC=1C=C(C=CC1)C(=O)NCC(=O)NC(CC(=O)OC)CNS(=O)(=O)C1=CC=C(C=C1)C ((±) methyl 3-[[2-[[[3-[(aminoiminomethyl)amino]phenyl]carbonyl]amino]acetyl]amino)-4-[[(4-methylphenyl)sulfonyl]amino]butanoate, trifluoroacetate salt), CC#N (CH3CN), [Li+].[OH-] (LiOH). RXN SMILES: [F:1][C:2]([F:7])([F:6])[C:3]([OH:5])=[O:4].[NH2:8][N:9]=[CH:10][NH:11][C:12]1[CH:13]=[C:14]([C:18]([NH:20][CH2:21][C:22]([NH:24][CH:25]([CH2:31][NH:32][S:33]([C:36]2[CH:41]=[CH:40][C:39]([CH3:42])=[CH:38][CH:37]=2)(=[O:35])=[O:34])[CH2:26][C:27]([O:29]C)=[O:28])=[O:23])=[O:19])[CH:15]=[CH:16][CH:17]=1.CC#N.[Li+].[OH-].C(O)(C(F)(F)F)=O>O>[F:1][C:2]([F:7])([F:6])[C:3]([OH:5])=[O:4].[NH2:8][N:9]=[CH:10][NH:11][C:12]1[CH:13]=[C:14]([C:18]([NH:20][CH2:21][C:22]([NH:24][CH:25]([CH2:31][NH:32][S:33]([C:36]2[CH:41]=[CH:40][C:39]([CH3:42])=[CH:38][CH:37]=2)(=[O:35])=[O:34])[CH2:26][C:27]([OH:29])=[O:28])=[O:23])=[O:19])[CH:15]=[CH:16][CH:17]=1 |f:0.1,3.4,7.8|. Solvent: O (H2O). The reactants are CC(C)CC=C1CCC2(CC1)OCCO2, ClC(Cl)Cl, Cl, C1CCOC1, O. Yields the product CC(C)CC=C1CCC(=O)CC1. Reaction SMILES: [CH3:1][CH:2]([CH2:3][CH:4]=[C:5]1[CH2:6][CH2:7][C:8]2([O:9][CH2:12][CH2:11][O:10]2)[CH2:13][CH2:14]1)[CH3:15].[CH:17]([Cl:18])([Cl:19])[Cl:20].[ClH:16].[O:22]1[CH2:23][CH2:24][CH2:25][CH2:26]1.[OH2:21]>>[CH3:1][CH:2]([CH2:3][CH:4]=[C:5]1[CH2:6][CH2:7][C:8](=[O:9])[CH2:13][CH2:14]1)[CH3:15].